This data is from the Open Reaction Database (ORD), a public repository of structured organic reaction records. The task is: describe an organic reaction: reactants, conditions, products, and yield The product is CN(Cc1sc2c(=O)c(C(=O)NCc3ccc(Cl)cc3)cn(C)c2c1CO)CC(O)c1cnccn1. Reactants: CN(Cc1sc2c(=O)c(C(=O)NCc3ccc(Cl)cc3)cn(C)c2c1COCC[Si](C)(C)C)CC(O)c1cnccn1, ClCCl, ClC(Cl)Cl, O=C(O)C(F)(F)F, [Na+], [Na+], O=C([O-])O, [OH-]. RXN SMILES: [Cl:1][c:2]1[cH:3][cH:4][c:5]([CH2:6][NH:7][C:8](=[O:9])[c:10]2[c:11](=[O:40])[c:12]3[c:13]([n:14]([CH3:16])[cH:15]2)[c:17]([CH2:32][O:33][CH2:34][CH2:35][Si:36]([CH3:37])([CH3:38])[CH3:39])[c:18]([CH2:20][N:21]([CH3:22])[CH2:23][CH:24]([c:25]2[n:26][cH:27][cH:28][n:29][cH:30]2)[OH:31])[s:19]3)[cH:41][cH:42]1.[Cl:57][CH2:58][Cl:59].[Cl:60][CH:61]([Cl:62])[Cl:63].[F:50][C:51]([F:52])([F:53])[C:54]([OH:55])=[O:56].[Na+:47].[Na+:49].[O-:43][C:44]([OH:45])=[O:46].[OH-:48]>>[Cl:1][c:2]1[cH:3][cH:4][c:5]([CH2:6][NH:7][C:8](=[O:9])[c:10]2[c:11](=[O:40])[c:12]3[c:13]([n:14]([CH3:16])[cH:15]2)[c:17]([CH2:32][OH:33])[c:18]([CH2:20][N:21]([CH3:22])[CH2:23][CH:24]([c:25]2[n:26][cH:27][cH:28][n:29][cH:30]2)[OH:31])[s:19]3)[cH:41][cH:42]1. Starting materials: COC(=O)CBr, Cc1cccnc1CN(Cc1ncccc1C)C1CCNCC1, CCN(C(C)C)C(C)C, ClCCl, [Na+], O=C([O-])O. The product is COC(=O)CN1CCC(N(Cc2ncccc2C)Cc2ncccc2C)CC1. RXN SMILES: [Br:33][CH2:34][C:35](=[O:36])[O:37][CH3:38].[CH3:1][c:2]1[c:3]([CH2:8][N:9]([CH:10]2[CH2:11][CH2:12][NH:13][CH2:14][CH2:15]2)[CH2:16][c:17]2[n:18][cH:19][cH:20][cH:21][c:22]2[CH3:23])[n:4][cH:5][cH:6][cH:7]1.[CH:24]([N:25]([CH2:26][CH3:27])[CH:28]([CH3:29])[CH3:30])([CH3:31])[CH3:32].[Cl:44][CH2:45][Cl:46].[Na+:43].[O-:39][C:40]([OH:41])=[O:42]>>[CH3:1][c:2]1[c:3]([CH2:8][N:9]([CH:10]2[CH2:11][CH2:12][N:13]([CH2:34][C:35](=[O:36])[O:37][CH3:38])[CH2:14][CH2:15]2)[CH2:16][c:17]2[n:18][cH:19][cH:20][cH:21][c:22]2[CH3:23])[n:4][cH:5][cH:6][cH:7]1. The reactants are CCOCC, CC(C)O, Cl, [Cu]I, Ic1ccccc1, [K+], [K+], [K+], O, OCCO, O=C(O)C1CCCN1, O=P([O-])([O-])[O-]. Yields the product O=C(O)C1CCCN1c1ccccc1. As a reaction SMILES: [CH3:31][CH2:32][O:33][CH2:34][CH3:35].[CH3:37][CH:38]([OH:39])[CH3:40].[ClH:28].[Cu:29][I:30].[I:17][c:18]1[cH:19][cH:20][cH:21][cH:22][cH:23]1.[K+:6].[K+:7].[K+:8].[OH2:36].[OH:24][CH2:25][CH2:26][OH:27].[OH:9][C:10](=[O:11])[CH:12]1[CH2:13][CH2:14][CH2:15][NH:16]1.[P:1]([O-:2])([O-:3])([O-:4])=[O:5]>>[OH:9][C:10](=[O:11])[CH:12]1[CH2:13][CH2:14][CH2:15][N:16]1[c:18]1[cH:19][cH:20][cH:21][cH:22][cH:23]1. Reactants: OCC(C(C)(C)OC)NC(OC(C)(C)C)=O (tert-Butyl 1-(hydroxymethyl)-2-methoxy-2-methylpropylcarbamate), [Br-].[K+] (Potassium bromide), Cl[O-].[Na+] (sodium hypochlorite), C(O)([O-])=O.[Na+] (sodium hydrogen carbonate). The solvent is CC(=O)C (acetone). The product is C(C)(C)(C)OC(=O)NC(C(=O)O)C(C)(C)OC (2-((tert-butoxycarbonyl)amino)-3-methoxy-3-methylbutanoic acid). Isolated yield 82.0%. RXN SMILES: [OH:1][CH2:2][CH:3]([NH:9][C:10](=[O:16])[O:11][C:12]([CH3:15])([CH3:14])[CH3:13])[C:4]([O:7][CH3:8])([CH3:6])[CH3:5].C(=O)([O-])[OH:18].[Na+].[Br-].[K+].Cl[O-].[Na+]>CC(C)=O>[C:12]([O:11][C:10]([NH:9][CH:3]([C:4]([O:7][CH3:8])([CH3:5])[CH3:6])[C:2]([OH:18])=[O:1])=[O:16])([CH3:15])([CH3:14])[CH3:13] |f:1.2,3.4,5.6|. Procedure: tert-Butyl 1-(hydroxymethyl)-2-methoxy-2-methylpropylcarbamate (0.23 g) obtained in Example 73b) was dissolved in acetone (8 ml) and a 5% aqueous sodium hydrogen carbonate solution (2.7 ml). Potassium bromide (0.01 g), 2,2,6,6-tetramethyl-1-piperidinyloxy (0.17 g) and an aqueous sodium hypochlorite solution (1.7 ml) were added thereto, and mixed at 0° C. for 50 minutes. Acetone was distilled off under reduced pressure, and the residue was diluted with water, washed with diethyl ether, acidified ... Starting materials: C1(=CC=CC=C1)C1=NOC(=C1)COC1=NC=NC2=CC=CC=C12 (4-((3-phenyl-isoxazol-5-yl)-methoxy-)-quinazoline), Cl (hydrochloric acid). Solvent: CO (methanol). Product: Cl.C1(=CC=CC=C1)C1=NOC(=C1)COC1=NC=NC2=CC=CC=C12 (4-((3-phenyl-isoxazol-5-yl)-methoxy-)-quinazoline hydrochloride). Isolated yield 68.0%. Reaction SMILES: [C:1]1([C:7]2[CH:11]=[C:10]([CH2:12][O:13][C:14]3[C:23]4[C:18](=[CH:19][CH:20]=[CH:21][CH:22]=4)[N:17]=[CH:16][N:15]=3)[O:9][N:8]=2)[CH:6]=[CH:5][CH:4]=[CH:3][CH:2]=1.[ClH:24]>CO>[ClH:24].[C:1]1([C:7]2[CH:11]=[C:10]([CH2:12][O:13][C:14]3[C:23]4[C:18](=[CH:19][CH:20]=[CH:21][CH:22]=4)[N:17]=[CH:16][N:15]=3)[O:9][N:8]=2)[CH:2]=[CH:3][CH:4]=[CH:5][CH:6]=1 |f:3.4|. Procedure details: 0.5 mmol of 4-((3-phenyl-isoxazol-5-yl)-methoxy-)-quinazoline was added in 20 mL mixing solution of 5% hydrochloric acid solution and methanol (V:V=1:1), and dissolved by stirring under slightly heating. The mixture was slowly evaporated and crystallized at room temperature to afford 4-((3-phenyl-isoxazol-5-yl)-methoxy-)-quinazoline hydrochloride as a white solid in 68% yield. The reactants are ClC=1C(=CC2=C(SC(=C2)C)C1Cl)O (6,7-dichloro-5-hydroxy 2-methylbenzo[b]thiophene), BrCC(=O)OCC (ethyl bromoacetate), CC(CC)=O (2-butanone), C([O-])(O)=O.[Na+] (sodium bicarbonate). Run in CN(C=O)C (dimethylformamide). Yields the product C(C)OC(COC1=CC2=C(SC(=C2)C)C(=C1Cl)Cl)=O (ethyl[(6,7-dichloro-2-methylbenzo[b]thien-5-yl)oxy]acetate). The yield is 93.9%. Reaction SMILES: [Cl:1][C:2]1[C:3]([OH:13])=[CH:4][C:5]2[CH:9]=[C:8]([CH3:10])[S:7][C:6]=2[C:11]=1[Cl:12].Br[CH2:15][C:16]([O:18][CH2:19][CH3:20])=[O:17].CC(=O)CC.C(=O)(O)[O-].[Na+]>CN(C)C=O>[CH2:19]([O:18][C:16](=[O:17])[CH2:15][O:13][C:3]1[C:2]([Cl:1])=[C:11]([Cl:12])[C:6]2[S:7][C:8]([CH3:10])=[CH:9][C:5]=2[CH:4]=1)[CH3:20] |f:3.4|. Reported procedure: A mixture of 2.1 g of 6,7-dichloro-5-hydroxy 2-methylbenzo[b]thiophene, 1.88 g of ethyl bromoacetate, 20 ml of 2-butanone, 2 ml of dimethylformamide and 4.0 g of sodium bicarbonate is refluxed for 16 hours. The cooled mixture is diluted with ice, extracted 3 times with ether and the ether solution is washed, dried and concentrated. The crude oil after removal of solvent is purified by passing it through an alumina column. Elution with ether gives 2.7 g of ethyl[(6,7-dichloro-2-methylbenzo[b]thie... Starting materials: [N+](=O)([O-])C1=C(C=C(C=C1)[N+](=O)[O-])F (2,5-dinitrofluorobenzene), COC1=C(C=C(C(=C1C)C)OC)O (2,5-dimethoxy-3,4-dimethylphenol). Yields the product [N+](=O)([O-])C1=C(OC2=CC(=C(C=C2)C)C)C=C(C=C1)[N+](=O)[O-] (1-(2′,5′-Dinitrophenoxy)-3,4-dimethylbenzene), solid. The yield is 76.0%. RXN SMILES: [N+:1]([C:4]1[CH:9]=[CH:8][C:7]([N+:10]([O-:12])=[O:11])=[CH:6][C:5]=1F)([O-:3])=[O:2].CO[C:16]1[C:21]([CH3:22])=[C:20]([CH3:23])[C:19](OC)=[CH:18][C:17]=1[OH:26]>>[N+:1]([C:4]1[CH:9]=[CH:8][C:7]([N+:10]([O-:12])=[O:11])=[CH:6][C:5]=1[O:26][C:17]1[CH:18]=[CH:19][C:20]([CH3:23])=[C:21]([CH3:22])[CH:16]=1)([O-:3])=[O:2]. Procedure: The process was carried out as described in point 5.4 above, using 0.293 g (1.575 mmol) of 2,5-dinitrofluorobenzene and 0.287 g (1.575 mmol) of 2,5-dimethoxy-3,4-dimethylphenol. The title product was obtained in the form of an orange solid (0.415 g, 76%) after column chromatography using, as eluent, an 85:15 mixture of light mineral spirit (60-80° C.):ethyl acetate. The reactants are O=S1(N(CCN1)C1=CC=C(C(=O)OCC)C=C1)=O (ethyl 4-(1,1-dioxo-1λ6-[1,2,5]thiadiazolidin-2-yl)benzoate), CC=1C(=NC=C(C1)C)N1CCNCC1 (1-(3,5-dimethylpyridin-2-yl)piperazine). The product is CC=1C(=NC=C(C1)C)N1CCN(CC1)C(=O)C1=CC=C(C=C1)N1S(NCC1)(=O)=O ([4-(3,5-dimethylpyridin-2-yl)piperazin-1-yl][4-(1,1-dioxo-1λ6-[1,2,5]thiadiazolidin-2-yl)phenyl]methanone). Yield: 72.9%. As a reaction SMILES: [O:1]=[S:2]1(=[O:18])[NH:6][CH2:5][CH2:4][N:3]1[C:7]1[CH:17]=[CH:16][C:10]([C:11]([O:13]CC)=O)=[CH:9][CH:8]=1.[CH3:19][C:20]1[C:21]([N:27]2[CH2:32][CH2:31][NH:30][CH2:29][CH2:28]2)=[N:22][CH:23]=[C:24]([CH3:26])[CH:25]=1>>[CH3:19][C:20]1[C:21]([N:27]2[CH2:28][CH2:29][N:30]([C:11]([C:10]3[CH:9]=[CH:8][C:7]([N:3]4[CH2:4][CH2:5][NH:6][S:2]4(=[O:1])=[O:18])=[CH:17][CH:16]=3)=[O:13])[CH2:31][CH2:32]2)=[N:22][CH:23]=[C:24]([CH3:26])[CH:25]=1. Procedure details: Using ethyl 4-(1,1-dioxo-1λ6-[1,2,5]thiadiazolidin-2-yl)benzoate (198 mg) described in Preparation Example 46 and 1-(3,5-dimethylpyridin-2-yl)piperazine (141 mg) described in Preparation Example 79 and by the reaction and treatment in the same manner as in Example 109, the title compound (222 mg) was obtained. Reactants: CCOC(=O)c1snnc1-c1ccc(OCC(O)CNC(C)(C)C)cc1, CO, [Na+], [OH-], O. The product is CC(C)(C)NCC(O)COc1ccc(-c2nnsc2C(=O)O)cc1. RXN SMILES: [C:1]([CH3:2])([CH3:3])([CH3:4])[NH:5][CH2:6][CH:7]([CH2:8][O:9][c:10]1[cH:11][cH:12][c:13](-[c:16]2[n:17][n:18][s:19][c:20]2[C:21](=[O:22])[O:23][CH2:24][CH3:25])[cH:14][cH:15]1)[OH:26].[CH3:27][OH:28].[Na+:30].[OH-:29].[OH2:31]>>[C:1]([CH3:2])([CH3:3])([CH3:4])[NH:5][CH2:6][CH:7]([CH2:8][O:9][c:10]1[cH:11][cH:12][c:13](-[c:16]2[n:17][n:18][s:19][c:20]2[C:21](=[O:22])[OH:23])[cH:14][cH:15]1)[OH:26]. Starting materials: C(C1=CC=CC=C1)OC(=O)N(N1C(C2=CC=C(C=C2C(=C1C(=O)O)C1=CC=CC=C1)Cl)=O)C (2-[(Benzyloxycarbonyl)(methyl)amino]-6-chloro-1-oxo-4-phenyl-1,2-dihydroisoquinoline-3-carboxylic acid), C(C(=O)Cl)(=O)Cl (oxalyl chloride). The reagents and catalysts are CN(C)C=O (DMF). The solvent is C1CCOC1 (THF). Product: C(C1=CC=CC=C1)OC(=O)N(N1C(C2=CC=C(C=C2C(=C1C(=O)Cl)C1=CC=CC=C1)Cl)=O)C (2-[(benzyloxycarbonyl)(methyl)amino]-6-chloro-1-oxo-4-phenyl-1,2-dihydroisoquinoline-3-carbonyl chloride). RXN SMILES: [CH2:1]([O:8][C:9]([N:11]([CH3:33])[N:12]1C(C(O)=O)=[C:20]([C:25]2[CH:30]=[CH:29][CH:28]=[CH:27][CH:26]=2)[C:19]2[C:14](=[CH:15][CH:16]=[C:17]([Cl:31])[CH:18]=2)[C:13]1=[O:32])=[O:10])[C:2]1[CH:7]=[CH:6][CH:5]=[CH:4][CH:3]=1.[C:34](Cl)(=O)[C:35]([Cl:37])=[O:36]>C1COCC1.CN(C=O)C>[CH2:1]([O:8][C:9]([N:11]([CH3:33])[N:12]1[C:34]([C:35]([Cl:37])=[O:36])=[C:20]([C:25]2[CH:30]=[CH:29][CH:28]=[CH:27][CH:26]=2)[C:19]2[C:14](=[CH:15][CH:16]=[C:17]([Cl:31])[CH:18]=2)[C:13]1=[O:32])=[O:10])[C:2]1[CH:7]=[CH:6][CH:5]=[CH:4][CH:3]=1. Procedure details: 2-[(Benzyloxycarbonyl)(methyl)amino]-6-chloro-1-oxo-4-phenyl-1,2-dihydroisoquinoline-3-carboxylic acid (300 mg) was dissolved in THF (6.0 ml), and oxalyl chloride (122 μl) and DMF (1 drop) were added at 0° C. with stirring, and the mixture was stirred at room temperature for 2 hrs. and concentrated under reduced pressure. Toluene was added to the residue and they were boiled together several times and dried to give 2-[(benzyloxycarbonyl)(methyl)amino]-6-chloro-1-oxo-4-phenyl-1,2-dihydroisoquinol...